This data is from the Open Reaction Database (ORD), a public repository of structured organic reaction records. The task is: describe an organic reaction: reactants, conditions, products, and yield Reactants: CC1C=CC2=CC(C(C)(C)C)CC(O)C2C1(CCC1CC(C(C)(C)C)C(O[SiH](C)C)C(=O)O1)O[SiH](C)C, CCC(Oc1ccccc1F)C(=O)O. Product: CCC(Oc1ccccc1F)C(=O)OC1CC(C(C)(C)C)C=C2C=CC(C)C(CCC3CC(C(C)(C)C)C(O[SiH](C)C)C(=O)O3)(O[SiH](C)C)C21. Reaction SMILES: [C:15]([CH3:16])([CH3:17])([CH3:18])[CH:19]1[CH:20]=[C:21]2[CH:22]=[CH:23][CH:24]([CH3:51])[C:25]([CH2:30][CH2:31][CH:32]3[CH2:33][CH:34]([C:43]([CH3:44])([CH3:45])[CH3:46])[CH:35]([O:39][SiH:40]([CH3:41])[CH3:42])[C:36](=[O:38])[O:37]3)([O:47][SiH:48]([CH3:49])[CH3:50])[CH:26]2[CH:27]([OH:29])[CH2:28]1.[F:1][c:2]1[c:3]([O:4][CH:5]([C:6](=[O:7])[OH:8])[CH2:9][CH3:10])[cH:11][cH:12][cH:13][cH:14]1>>[F:1][c:2]1[c:3]([O:4][CH:5]([C:6]([O:7][CH:27]2[CH:26]3[C:21](=[CH:20][CH:19]([C:15]([CH3:16])([CH3:17])[CH3:18])[CH2:28]2)[CH:22]=[CH:23][CH:24]([CH3:51])[C:25]3([CH2:30][CH2:31][CH:32]2[CH2:33][CH:34]([C:43]([CH3:44])([CH3:45])[CH3:46])[CH:35]([O:39][SiH:40]([CH3:41])[CH3:42])[C:36](=[O:38])[O:37]2)[O:47][SiH:48]([CH3:49])[CH3:50])=[O:8])[CH2:9][CH3:10])[cH:11][cH:12][cH:13][cH:14]1. Reactants: FC1=CC(=C(C=C1)N)C1CC2=CC=C(C=C2CC1)OC (4-fluoro-2-(6-methoxy-1,2,3,4-tetrahydronaphthalen-2-yl)phenylamine), Cl.FC=1C=C(C(=O)O)C=CC1OCCN1CCCCC1 (3-fluoro-4-(2-piperidin-1-ylethoxy)benzoic acid hydrochloride), FC1=CC(=C(C=C1)NCC1=CC(=C(C=C1)OCCN1CCCCC1)F)C1CC2=CC=C(C=C2CC1)OC ([4-fluoro-2-(6-methoxy-1,2,3,4-tetrahydronaphthalen-2-yl)phenyl][3-fluoro-4-(2-piperidin-1-ylethoxy)benzyl]amine). Yields the product C(C)N(CC1=CC(=C(C=C1)OCCN1CCCCC1)F)C1=C(C=C(C=C1)F)C1CC2=CC=C(C=C2CC1)OC (ethyl[4-fluoro-2-(6-methoxy-1,2,3,4-tetrahydronaphthalen-2-yl)phenyl][3-fluoro-4-(2-piperidin-1-ylethoxy)benzyl]amine). As a reaction SMILES: FC1C=CC(N)=C(C2CCC3C(=CC=C(OC)C=3)C2)C=1.Cl.[F:22][C:23]1[CH:24]=[C:25]([CH:29]=[CH:30][C:31]=1[O:32][CH2:33][CH2:34][N:35]1[CH2:40][CH2:39][CH2:38][CH2:37][CH2:36]1)[C:26](O)=O.[F:41][C:42]1[CH:47]=[CH:46][C:45]([NH:48][CH2:49][C:50]2C=CC(OCCN3CCCCC3)=C(F)C=2)=[C:44]([CH:66]2[CH2:75][CH2:74][C:73]3[C:68](=[CH:69][CH:70]=[C:71]([O:76][CH3:77])[CH:72]=3)[CH2:67]2)[CH:43]=1>>[CH2:49]([N:48]([C:45]1[CH:46]=[CH:47][C:42]([F:41])=[CH:43][C:44]=1[CH:66]1[CH2:75][CH2:74][C:73]2[C:68](=[CH:69][CH:70]=[C:71]([O:76][CH3:77])[CH:72]=2)[CH2:67]1)[CH2:26][C:25]1[CH:29]=[CH:30][C:31]([O:32][CH2:33][CH2:34][N:35]2[CH2:40][CH2:39][CH2:38][CH2:37][CH2:36]2)=[C:23]([F:22])[CH:24]=1)[CH3:50] |f:1.2|. Procedure: Synthesized from 4-fluoro-2-(6-methoxy-1,2,3,4-tetrahydronaphthalen-2-yl)phenylamine and 3-fluoro-4-(2-piperidin-1-ylethoxy)benzoic acid hydrochloride according to an analogous synthetic method to Example 152, [4-fluoro-2-(6-methoxy-1,2,3,4-tetrahydronaphthalen-2-yl)phenyl][3-fluoro-4-(2-piperidin-1-ylethoxy)benzyl]amine (448 mg) was used according to an analogous synthetic method to Example 36 to provide ethyl[4-fluoro-2-(6-methoxy-1,2,3,4-tetrahydronaphthalen-2-yl)phenyl][3-fluoro-4-(2-piperid... Reactants: CC(C)(C)OC(=O)N1CCN(Cc2ccccc2)CC1CC=Cc1ccccc1, Cc1ccccc1, ClCCl, [Na+], [OH-], O=C(O)C(F)(F)F. Yields the product C(=Cc1ccccc1)CC1CN(Cc2ccccc2)CCN1. As a reaction SMILES: [C:1]([O:2][C:3](=[O:4])[N:8]1[CH:9]([CH2:21][CH:22]=[CH:23][c:24]2[cH:25][cH:26][cH:27][cH:28][cH:29]2)[CH2:10][N:11]([CH2:14][c:15]2[cH:16][cH:17][cH:18][cH:19][cH:20]2)[CH2:12][CH2:13]1)([CH3:5])([CH3:6])[CH3:7].[CH3:42][c:43]1[cH:44][cH:45][cH:46][cH:47][cH:48]1.[Cl:37][CH2:38][Cl:39].[Na+:41].[OH-:40].[OH:30][C:31]([C:32]([F:33])([F:34])[F:35])=[O:36]>>[NH:8]1[CH:9]([CH2:21][CH:22]=[CH:23][c:24]2[cH:25][cH:26][cH:27][cH:28][cH:29]2)[CH2:10][N:11]([CH2:14][c:15]2[cH:16][cH:17][cH:18][cH:19][cH:20]2)[CH2:12][CH2:13]1. Starting materials: COC(=O)C1=CC=C(C=C1)C1=CC=C(C=C1)OCCCOC1=CC=C(C=C1)C[C@H](OC)C(=O)OCC ((2S)-4′-{3-[4-(2-Ethoxycarbonyl-2-methoxy-ethyl)-phenoxy]-propoxy}-biphenyl-4-carboxylic acid methyl ester), [OH-].[Na+] (NaOH). Product: C(=O)(O)[C@H](CC1=CC=C(OCCCOC2=CC=C(C=C2)C2=CC=C(C=C2)C(=O)O)C=C1)OC ((2S)-4′-{3-[4-(2-Carboxy-2-methoxy-ethyl)-phenoxy]-propoxy}-biphenyl-4-carboxylic acid). As a reaction SMILES: C[O:2][C:3]([C:5]1[CH:10]=[CH:9][C:8]([C:11]2[CH:16]=[CH:15][C:14]([O:17][CH2:18][CH2:19][CH2:20][O:21][C:22]3[CH:27]=[CH:26][C:25]([CH2:28][C@@H:29]([C:32]([O:34]CC)=[O:33])[O:30][CH3:31])=[CH:24][CH:23]=3)=[CH:13][CH:12]=2)=[CH:7][CH:6]=1)=[O:4].[OH-].[Na+]>>[C:32]([C@@H:29]([O:30][CH3:31])[CH2:28][C:25]1[CH:24]=[CH:23][C:22]([O:21][CH2:20][CH2:19][CH2:18][O:17][C:14]2[CH:15]=[CH:16][C:11]([C:8]3[CH:9]=[CH:10][C:5]([C:3]([OH:4])=[O:2])=[CH:6][CH:7]=3)=[CH:12][CH:13]=2)=[CH:27][CH:26]=1)([OH:34])=[O:33] |f:1.2|. Reported procedure: The title compound was prepared from (2S)-4′-{3-[4-(2-Ethoxycarbonyl-2-methoxy-ethyl)-phenoxy]-propoxy}-biphenyl-4-carboxylic acid methyl ester (Step A) by Standard Hydrolysis procedure C (NaOH). MS (ES) for C26H26O7 [M+NH4]+: 468, [M+Na]+: 473. Reactants: OO (H2O2), C1=CC(=CC=C1O)C (p-cresol), OO (hydrogen peroxide), SeO2. Run in O (water). Reaction conditions: time 15 minute. Yields the product CC=1C=C(C(O)=CC1)O (4-methylpyrocatechol). The yield is 65.1%. Reaction SMILES: [OH:1]O.[CH:3]1[C:8]([OH:9])=[CH:7][CH:6]=[C:5]([CH3:10])[CH:4]=1>O>[CH3:10][C:5]1[CH:4]=[C:3]([OH:1])[C:8](=[CH:7][CH:6]=1)[OH:9]. Reported procedure: A water-free solution of 3.40 grams of H2O2 (0.1 mole) in 108.1 grams (1.0 mole) of p-cresol was heated to 95° C. and treated with 0.018 gram (0.00015 mole) of SeO2. The temperature increased in connection therewith to 161° C. After 15 minutes there was determined a hydrogen peroxide reaction of 99.4%. At that time there were formed in the reaction mixture 8.08 grams of 4-methylpyrocatechol, which corresponds to a yield of 65.5 mole %, based on the reacted H2O2. 4-Methylresorcinol was formed in ... Reactants: O=C([O-])[O-], CC(C)=O, Cc1nc(-c2ccc(C(F)(F)F)cc2)sc1CCl, [Cs+], [Cs+], [I-], [K+], Oc1cccc2[nH]ccc12. Yields the product Cc1nc(-c2ccc(C(F)(F)F)cc2)sc1COc1cccc2[nH]ccc12. RXN SMILES: [C:29](=[O:30])([O-:31])[O-:32].[CH3:37][C:38](=[O:39])[CH3:40].[Cl:11][CH2:12][c:13]1[c:14]([CH3:28])[n:15][c:16](-[c:18]2[cH:19][cH:20][c:21]([C:24]([F:25])([F:26])[F:27])[cH:22][cH:23]2)[s:17]1.[Cs+:33].[Cs+:34].[I-:36].[K+:35].[OH:1][c:2]1[c:3]2[cH:4][cH:5][nH:6][c:7]2[cH:8][cH:9][cH:10]1>>[O:1]([c:2]1[c:3]2[cH:4][cH:5][nH:6][c:7]2[cH:8][cH:9][cH:10]1)[CH2:12][c:13]1[c:14]([CH3:28])[n:15][c:16](-[c:18]2[cH:19][cH:20][c:21]([C:24]([F:25])([F:26])[F:27])[cH:22][cH:23]2)[s:17]1.